From a dataset of the Open Reaction Database (ORD), a public repository of structured organic reaction records. describe an organic reaction: reactants, conditions, products, and yield The reactants are C(C1=CC=CC=C1)C#N (benzylcyanide), COC=1C=C(CC#N)C=CC1 (m-methoxybenzylcyanide), BrC(C(=O)OCC)(CC)CC(C)C (ethyl bromoisobutylbutyrate), alkylhalosilane. The reagents and catalysts are [Zn] (zinc). The product is NC(C(C(=O)OCC)(C)C)C (ethyl 3-amino-2,2-dimethylbutanoate). Reaction SMILES: [CH2:1](C#N)[C:2]1[CH:7]=[CH:6]C=C[CH:3]=1.COC1C=C(C=CC=1)CC#[N:17].BrC(CC(C)C)(CC)[C:23]([O:25][CH2:26][CH3:27])=[O:24]>[Zn]>[NH2:17][CH:7]([CH3:6])[C:2]([CH3:1])([CH3:3])[C:23]([O:25][CH2:26][CH3:27])=[O:24]. Reported procedure: a benzylcyanide of general formula 2 is subjected to the conditions of a Reformatsky reaction with ethyl bromoisobutylbutyrate (3) in the presence of an alkylhalosilane and zinc powder in an inert solvent in the presence of a reducing agent which is selective with regard to the reduction of imino functions, and the resulting ethyl 3-amino-2,2-dimethylbutanoate derivative of general formula 4 is isolated ##STR14## and b) the ethyl 3-amino-2,2-dimethylbutanoate derivative of general formula 4 is s... Reactants: 45.3, [Cl-].[Cl-].[Cl-].[Al+3] (aluminiumtrichloride), C(C1=CC=CC=C1)(=O)Cl (benzoylchloride), ice water, N1C(CCC2=CC=CC=C12)=O (3,4-dihydroquinolin-2(1H)-one), Cl (HCl). Reported procedure: To a stirred amount of 45.3 parts of aluminiumtrichloride were added dropwise 6.9 parts of N,N-dimethylformamide. After stirring for 5 min. at 70° C., there were added portionwise 5 parts of 3,4-dihydroquinolin-2(1H)-one and, after another 5 min., 4.7 parts of benzoylchloride. Stirring at 70° C. was continued for 2 hours and then the reaction mixture was carefully poured into ice-water. There were added 50 ml of HCl 12N and the whole was stirred for 15 min. The precipitate was filtered off and b... Yield: 73.8%. Reaction conditions: temperature 70 celsius, time 5 minute. As a reaction SMILES: [Cl-].[Cl-].[Cl-].[Al+3].[NH:5]1[C:14]2[C:9](=[CH:10][CH:11]=[CH:12][CH:13]=2)[CH2:8][CH2:7][C:6]1=[O:15].[C:16](Cl)(=[O:23])[C:17]1[CH:22]=[CH:21][CH:20]=[CH:19][CH:18]=1.Cl>CN(C)C=O>[C:16]([C:11]1[CH:10]=[C:9]2[C:14](=[CH:13][CH:12]=1)[NH:5][C:6](=[O:15])[CH2:7][CH2:8]2)(=[O:23])[C:17]1[CH:22]=[CH:21][CH:20]=[CH:19][CH:18]=1 |f:0.1.2.3|. Product: C(C1=CC=CC=C1)(=O)C=1C=C2CCC(NC2=CC1)=O (6-benzoyl-3,4-dihydro-2(1H)-quinolinone). The solvent is CN(C=O)C (N,N-dimethylformamide). Reactants: [N+](=O)([O-])C=1C=C(C=CC1)S(=O)(=O)Cl (m-Nitrobenzensulfonylchloride), C1[C@H](O1)CO ((R)-(+)-glycidol), TEA. Reaction conditions: temperature -20 celsius, time 96 hour. The product is [N+](=O)([O-])C=1C=C(C=CC1)S(=O)(=O)OCC1OC1 (2-{[(3-Nitrophenyl)sulfonyloxy]methyl}oxirane). Yield: 97.0%. Reaction SMILES: [N+:1]([C:4]1[CH:5]=[C:6]([S:10](Cl)(=[O:12])=[O:11])[CH:7]=[CH:8][CH:9]=1)([O-:3])=[O:2].[CH2:14]1[O:16][C@@H:15]1[CH2:17][OH:18]>>[N+:1]([C:4]1[CH:5]=[C:6]([S:10]([O:18][CH2:17][CH:15]2[CH2:14][O:16]2)(=[O:12])=[O:11])[CH:7]=[CH:8][CH:9]=1)([O-:3])=[O:2]. Procedure details: m-Nitrobenzensulfonylchloride (12.6 g; 57 mmol) was added to a cold (−20° C.) solution of (R)-(+)-glycidol (5.5 g; 74 mmol) and TEA (10.3 mL; 74 mmol). The reaction mixture was stirred at −20° C. for 96 h. The solution was filtered and the filtrate washed with tartaric acid (10% w/w), brine, H2O and concentrated giving the title compound in a 97% yield.